From a dataset of the Open Reaction Database (ORD), a public repository of structured organic reaction records. describe an organic reaction: reactants, conditions, products, and yield The reactants are O=C(Cl)c1ccccc1C(=O)Cl, C1CCOC1, CC(N)=S, [K+], [K+], O=C([O-])[O-], O. The product is CC(=S)N1C(=O)c2ccccc2C1=O. Reaction SMILES: [C:11]([c:12]1[c:13]([C:14](=[O:15])[Cl:22])[cH:17][cH:18][cH:19][cH:20]1)([Cl:16])=[O:21].[CH2:24]1[O:25][CH2:26][CH2:27][CH2:28]1.[CH3:1][C:2]([NH2:3])=[S:4].[K+:5].[K+:6].[O-:7][C:8]([O-:9])=[O:10].[OH2:23]>>[CH3:1][C:2]([N:3]1[C:11](=[O:21])[c:12]2[c:13]([cH:17][cH:18][cH:19][cH:20]2)[C:14]1=[O:15])=[S:4]. The reactants are CC1(OC2=C(C(=CC(=C2)C(C)CCCCC)O)C=2C1=CC=NC2)C (5,5-dimethyl-8-(2-heptyl)-10-hydroxy-5H[1]benzopyrano[3,4-d]pyridine), Cl.N1(CCCCC1)CCCC(=O)O (γ-piperidinobutyric acid hydrochloride), C1(CCCCC1)N=C=NC1CCCCC1 (dicyclohexyl carbodiimide). Yields the product Cl.CC1(OC2=C(C(=CC(=C2)C(C)CCCCC)OC(CCCN2CCCCC2)=O)C=2C1=CC=NC2)C (5,5-Dimethyl-8-(2-heptyl)-10-[4-(piperidino)butyryloxy]-5H-[1]benzopyrano[3,4-d]pyridine hydrochloride). As a reaction SMILES: [CH3:1][C:2]1([CH3:24])[C:19]2=[CH:20][CH:21]=[N:22][CH:23]=[C:18]2[C:5]2[C:6]([OH:17])=[CH:7][C:8]([CH:10]([CH2:12][CH2:13][CH2:14][CH2:15][CH3:16])[CH3:11])=[CH:9][C:4]=2[O:3]1.[ClH:25].[N:26]1([CH2:32][CH2:33][CH2:34][C:35](O)=[O:36])[CH2:31][CH2:30][CH2:29][CH2:28][CH2:27]1.C1(N=C=NC2CCCCC2)CCCCC1>>[ClH:25].[CH3:24][C:2]1([CH3:1])[C:19]2=[CH:20][CH:21]=[N:22][CH:23]=[C:18]2[C:5]2[C:6]([O:17][C:35](=[O:36])[CH2:34][CH2:33][CH2:32][N:26]3[CH2:31][CH2:30][CH2:29][CH2:28][CH2:27]3)=[CH:7][C:8]([CH:10]([CH2:12][CH2:13][CH2:14][CH2:15][CH3:16])[CH3:11])=[CH:9][C:4]=2[O:3]1 |f:1.2,4.5|. Procedure details: 5,5-Dimethyl-8-(2-heptyl)-10-[4-(piperidino)butyryloxy]-5H-[1]benzopyrano[3,4-d]pyridine hydrochloride is prepared according to the method of Example 29 by reacting equimolar quantities of 5,5-dimethyl-8-(2-heptyl)-10-hydroxy-5H[1]benzopyrano[3,4-d]pyridine and γ-piperidinobutyric acid hydrochloride in the presence of dicyclohexyl carbodiimide. The reactants are CC(=O)c1ccc(C#N)cc1, CC(C)(C)OC(=O)C(=O)OC(C)(C)C, C[Si](C)(C)[N-][Si](C)(C)C, CCOCC, [Cl-], [NH4+], [Na+], C1CCOC1. Product: CC(C)(C)OC(=O)C(=O)C=C(O)c1ccc(C#N)cc1. As a reaction SMILES: [C:1]([CH3:2])(=[O:3])[c:4]1[cH:5][cH:6][c:7]([C:8]#[N:9])[cH:10][cH:11]1.[C:22]([C:23](=[O:24])[O:25][C:26]([CH3:27])([CH3:28])[CH3:29])(=[O:30])[O:31][C:32]([CH3:33])([CH3:34])[CH3:35].[CH3:12][Si:13]([N-:14][Si:15]([CH3:16])([CH3:17])[CH3:18])([CH3:19])[CH3:20].[CH3:43][CH2:44][O:45][CH2:46][CH3:47].[Cl-:36].[NH4+:37].[Na+:21].[O:38]1[CH2:39][CH2:40][CH2:41][CH2:42]1>>[C:1](=[CH:2][C:22]([C:23](=[O:24])[O:25][C:26]([CH3:27])([CH3:28])[CH3:29])=[O:30])([OH:3])[c:4]1[cH:5][cH:6][c:7]([C:8]#[N:9])[cH:10][cH:11]1. Starting materials: ClC1=CC2=C(C(C(CN=C2C2=C(C=CC=C2)Cl)=CN(C)C)=O)C=C1 (8-chloro-1-(2-chlorophenyl)-4-dimethylaminomethylidene-3,4-dihydro-2-benzazepin-5-one), C(C1=CC=CC=C1)NN (benzylhydrazine). Run in C(C)O (ethanol). Conditions: time 20 minute. The product is Cl.C(C1=CC=CC=C1)N1N=CC=2CN=C(C3=C(C21)C=CC(=C3)Cl)C3=C(C=CC=C3)Cl (1-benzyl-8-chloro-6-(2-chlorophenyl)-1H,4H-pyrazolo[4,3-d](2)benzazepine hydrochloride). Reaction SMILES: [Cl:1][C:2]1[CH:24]=[CH:23][C:5]2[C:6](=O)[C:7](=[CH:18]N(C)C)[CH2:8][N:9]=[C:10]([C:11]3[CH:16]=[CH:15][CH:14]=[CH:13][C:12]=3[Cl:17])[C:4]=2[CH:3]=1.[CH2:25]([NH:32][NH2:33])[C:26]1[CH:31]=[CH:30][CH:29]=[CH:28][CH:27]=1>C(O)C>[ClH:1].[CH2:25]([N:32]1[C:6]2[C:5]3[CH:23]=[CH:24][C:2]([Cl:1])=[CH:3][C:4]=3[C:10]([C:11]3[CH:16]=[CH:15][CH:14]=[CH:13][C:12]=3[Cl:17])=[N:9][CH2:8][C:7]=2[CH:18]=[N:33]1)[C:26]1[CH:31]=[CH:30][CH:29]=[CH:28][CH:27]=1 |f:3.4|. Procedure details: The mixture of 0.72 g of 8-chloro-1-(2-chlorophenyl)-4-dimethylaminomethylidene-3,4-dihydro-2-benzazepin-5-one, 0.64 g of benzylhydrazine and 35 ml of ethanol is refluxed for 45 minutes and evaporated under reduced pressure. The residue is taken up in 20 ml methylene chloride, the solution washed with aqueous sodium bicarbonate and stirred with 6 ml of N hydrochloric acid for 20 minutes. The aqueous solution is made basic with sodium carbonate, the mixture stirred, the organic layer separated, d... Reactants: [Al+3], C1CCOC1, CC(NC(C)(C#N)CC1=Cc2ccccc2CC1)c1ccccc1, CC(C)O, [Cl-], [H-], [H-], [H-], [H-], [Li+], [Na+]. Yields the product CC(NC(C)(CN)CC1=Cc2ccccc2CC1)c1ccccc1. Reaction SMILES: [Al+3:26].[CH2:37]1[O:38][CH2:39][CH2:40][CH2:41]1.[CH:1]1=[C:2]([CH2:11][C:12]([C:13]#[N:14])([NH:15][CH:16]([CH3:17])[c:18]2[cH:19][cH:20][cH:21][cH:22][cH:23]2)[CH3:24])[CH2:3][CH2:4][c:5]2[cH:6][cH:7][cH:8][cH:9][c:10]21.[CH:31]([OH:32])([CH3:33])[CH3:34].[Cl-:35].[H-:25].[H-:28].[H-:29].[H-:30].[Li+:27].[Na+:36]>>[CH:1]1=[C:2]([CH2:11][C:12]([CH2:13][NH2:14])([NH:15][CH:16]([CH3:17])[c:18]2[cH:19][cH:20][cH:21][cH:22][cH:23]2)[CH3:24])[CH2:3][CH2:4][c:5]2[cH:6][cH:7][cH:8][cH:9][c:10]21. Reactants: CN1C(=NC=C1)C=O (1-methylimidazole-2-carboxaldehyde), Cl.NO (hydroxylamine hydrochloride), C([O-])(O)=O.[Na+] (sodium bicarbonate). The solvent is C(C)O (ethanol). Yields the product ON=CC=1N(C=CN1)C (2-(hydroxyimino)methyl-1-methylimidazole). Isolated yield 55.7%. As a reaction SMILES: [CH3:1][N:2]1[CH:6]=[CH:5][N:4]=[C:3]1[CH:7]=O.Cl.[NH2:10][OH:11].C(=O)(O)[O-].[Na+]>C(O)C>[OH:11][N:10]=[CH:7][C:3]1[N:2]([CH3:1])[CH:6]=[CH:5][N:4]=1 |f:1.2,3.4|. Reported procedure: A mixture consisting of 118.4 grams of 1-methylimidazole-2-carboxaldehyde, 82.5 grams of hydroxylamine hydrochloride, 113.9 grams of sodium bicarbonate and 1300 ml of absolute ethanol was heated under reflux for 2 hours and then filtered while still hot. The filtrate was concentrated to give a colorless residue which was recrystallized from 2-propanol to give 75 grams of 2-(hydroxyimino)methyl-1-methylimidazole as colorless crystals melting at 170°-172° C.